From a dataset of the Open Reaction Database (ORD), a public repository of structured organic reaction records. describe an organic reaction: reactants, conditions, products, and yield Reactants: NCC1CCOCC1, CN(C)C=O, CC(C)(C)OC(=O)N1CCc2nc(Nc3ccc(-c4cnco4)cc3)nc(OS(=O)(=O)C(F)(F)F)c2C1. Yields the product CC(C)(C)OC(=O)N1CCc2nc(Nc3ccc(-c4cnco4)cc3)nc(NCC3CCOCC3)c2C1. RXN SMILES: [NH2:38][CH2:39][CH:40]1[CH2:41][CH2:42][O:43][CH2:44][CH2:45]1.[O:46]=[CH:47][N:48]([CH3:49])[CH3:50].[o:1]1[cH:2][n:3][cH:4][c:5]1-[c:6]1[cH:7][cH:8][c:9]([NH:12][c:13]2[n:14][c:15]([O:30][S:31]([C:32]([F:33])([F:34])[F:35])(=[O:36])=[O:37])[c:16]3[c:17]([n:18]2)[CH2:19][CH2:20][N:21]([C:23](=[O:24])[O:25][C:26]([CH3:27])([CH3:28])[CH3:29])[CH2:22]3)[cH:10][cH:11]1>>[o:1]1[cH:2][n:3][cH:4][c:5]1-[c:6]1[cH:7][cH:8][c:9]([NH:12][c:13]2[n:14][c:15]([NH:38][CH2:39][CH:40]3[CH2:41][CH2:42][O:43][CH2:44][CH2:45]3)[c:16]3[c:17]([n:18]2)[CH2:19][CH2:20][N:21]([C:23](=[O:24])[O:25][C:26]([CH3:27])([CH3:28])[CH3:29])[CH2:22]3)[cH:10][cH:11]1. The reactants are 3- or 4-halobenzocyclobutene, C1(C=2C(C(N1)=O)=CC=CC2)=O (phthalimide), C1(C=CC(N1)=O)=O (maleimide). Yields the product 3- or 4-phthalimido, C1(C=CC(N1C1CC=2C1=CC=CC2)=O)=O (maleimidobenzocyclobutene). RXN SMILES: [C:1]1(=O)N[C:4](=O)[C:3]2=[CH:7][CH:8]=[CH:9][CH:10]=[C:2]12.[C:12]1(=[O:18])[NH:16][C:15](=[O:17])[CH:14]=[CH:13]1>>[C:15]1(=[O:17])[N:16]([CH:4]2[C:3]3=[CH:7][CH:8]=[CH:9][CH:10]=[C:2]3[CH2:1]2)[C:12](=[O:18])[CH:13]=[CH:14]1. Procedure details: An alternative process is that wherein a 3- or 4-halobenzocyclobutene reactant is treated with a phthalimide or maleimide to produce a 3- or 4-phthalimido-or maleimidobenzocyclobutene. When phthalimide or maleimide is monomeric, for example, phthalide or maleimide themselves, the product can be cleaved by reaction with an amine to produce a corresponding aminobenzocyclobutene. A preferred amine for this purpose is hydrazine, preferably hydrazine hydrate. The reactants are [Na] (sodium), C(C1=CC=CC=C1)S (benzyl mercaptan), CS(=O)(=O)O[C@@H]1[C@]2(C)[C@@H](CC1)[C@@H]1CCC3=CC(C=C[C@]3(C)[C@H]1C(C2)=O)=O (17β-methanesulfonyloxy-1,4-androstadiene-3,11-dione). Solvent: C(C)O (ethanol). The product is C(C1=CC=CC=C1)S[C@H]1[C@]2(C)[C@@H](CC1)[C@@H]1CCC3=CC(C=C[C@]3(C)[C@H]1C(C2)=O)=O (17α-Benzylthio-1,4-Androstadiene-3,11-Dione). RXN SMILES: [Na].[CH2:2]([SH:9])[C:3]1[CH:8]=[CH:7][CH:6]=[CH:5][CH:4]=1.CS(O[C@H:15]1[CH2:20][CH2:19][C@H:18]2[C@H:21]3[C@H:31]([C:32](=[O:34])[CH2:33][C@:16]12[CH3:17])[C@:29]1([CH3:30])[C:24](=[CH:25][C:26](=[O:35])[CH:27]=[CH:28]1)[CH2:23][CH2:22]3)(=O)=O>C(O)C>[CH2:2]([S:9][C@@H:15]1[CH2:20][CH2:19][C@H:18]2[C@H:21]3[C@H:31]([C:32](=[O:34])[CH2:33][C@:16]12[CH3:17])[C@:29]1([CH3:30])[C:24](=[CH:25][C:26](=[O:35])[CH:27]=[CH:28]1)[CH2:23][CH2:22]3)[C:3]1[CH:8]=[CH:7][CH:6]=[CH:5][CH:4]=1 |^1:0|. Procedure: To 13.8 gm. of sodium metal dissolved in 1040 ml. of ethanol is added 47 ml. of benzyl mercaptan, followed by 21 gm. of 17β-methanesulfonyloxy-1,4-androstadiene-3,11-dione. Heat to reflux for 72 hours, then cool and filter off insoluble material. Concentrate the filtrate in vacuo to about 150 ml. and precipitate into 1500 ml. of water containing 150 ml. of a 5% aqueous solution of sodium hypochlorite. Extract three times with 500 ml. portions of chloroform which is then washed twice with water. ... Starting materials: crude solution, C(C)(C)(C)OC(=O)N[C@H](C(=O)N1C[Si](C[C@H]1C(=O)N([C@H](C)C1=C(C=CC=C1)F)CC1=CC=C(C(=O)OC)C=C1)(C)C)C(C)(C)C (methyl 4-(((R)-1-((S)-2-((tert-butoxycarbonyl)amino)-3,3-dimethylbutanoyl)-N—((R)-1-(2-fluorophenyl)ethyl)-3,3-dimethyl-1,3-azasilolidine-5-carboxamido)methyl)benzoate), Cl (HCl). Solvent: C(Cl)Cl (DCM). Reaction conditions: time 2 hour. Yields the product N[C@H](C(=O)N1C[Si](C[C@H]1C(=O)N([C@H](C)C1=C(C=CC=C1)F)CC1=CC=C(C(=O)OC)C=C1)(C)C)C(C)(C)C (Methyl 4-(((R)-1-((S)-2-amino-3,3-dimethylbutanoyl)-N—((R)-1-(2-fluorophenyl)ethyl)-3,3-dimethyl-1,3-azasilolidine-5-carboxamido)methyl)benzoate), Cl (HCl). RXN SMILES: C(OC([NH:8][C@@H:9]([C:42]([CH3:45])([CH3:44])[CH3:43])[C:10]([N:12]1[C@H:16]([C:17]([N:19]([CH2:29][C:30]2[CH:39]=[CH:38][C:33]([C:34]([O:36][CH3:37])=[O:35])=[CH:32][CH:31]=2)[C@@H:20]([C:22]2[CH:27]=[CH:26][CH:25]=[CH:24][C:23]=2[F:28])[CH3:21])=[O:18])[CH2:15][Si:14]([CH3:41])([CH3:40])[CH2:13]1)=[O:11])=O)(C)(C)C.[ClH:46]>C(Cl)Cl>[NH2:8][C@@H:9]([C:42]([CH3:43])([CH3:45])[CH3:44])[C:10]([N:12]1[C@H:16]([C:17]([N:19]([CH2:29][C:30]2[CH:31]=[CH:32][C:33]([C:34]([O:36][CH3:37])=[O:35])=[CH:38][CH:39]=2)[C@@H:20]([C:22]2[CH:27]=[CH:26][CH:25]=[CH:24][C:23]=2[F:28])[CH3:21])=[O:18])[CH2:15][Si:14]([CH3:41])([CH3:40])[CH2:13]1)=[O:11].[ClH:46]. Reported procedure: To a crude solution of methyl 4-(((R)-1-((S)-2-((tert-butoxycarbonyl)amino)-3,3-dimethylbutanoyl)-N—((R)-1-(2-fluorophenyl)ethyl)-3,3-dimethyl-1,3-azasilolidine-5-carboxamido)methyl)benzoate (100 mg, 0.16 mmol) in DCM (4 mL) was added HCl (4.0 M solution in dioxane, 1 mL). The reaction mixture was stirred at rt for 2 h and concentrated in vacuo to give the title compound as a HCl salt. MS(ESI+) m/z 542.6 (M+H)+. Reactants: Brc1cccc(OCCN2CCCC2)c1, O=C([O-])[O-], CC#N, [Cs+], [Cs+], COC(=O)c1cnc(N)nc1, C1COCCO1, O=C(C=Cc1ccccc1)C=Cc1ccccc1, O=C(C=Cc1ccccc1)C=Cc1ccccc1, O=C(C=Cc1ccccc1)C=Cc1ccccc1, [Pd], [Pd]. The product is COC(=O)c1cnc(Nc2cccc(OCCN3CCCC3)c2)nc1. As a reaction SMILES: [Br:12][c:13]1[cH:14][c:15]([O:16][CH2:17][CH2:18][N:19]2[CH2:20][CH2:21][CH2:22][CH2:23]2)[cH:24][cH:25][cH:26]1.[C:27](=[O:28])([O-:29])[O-:30].[CH3:95][C:96]#[N:97].[Cs+:31].[Cs+:32].[NH2:1][c:2]1[n:3][cH:4][c:5]([C:8](=[O:9])[O:10][CH3:11])[cH:6][n:7]1.[O:33]1[CH2:34][CH2:35][O:36][CH2:37][CH2:38]1.[O:41]=[C:42]([CH:43]=[CH:44][c:45]1[cH:46][cH:47][cH:48][cH:49][cH:50]1)[CH:51]=[CH:52][c:53]1[cH:54][cH:55][cH:56][cH:57][cH:58]1.[O:59]=[C:60]([CH:61]=[CH:62][c:63]1[cH:64][cH:65][cH:66][cH:67][cH:68]1)[CH:69]=[CH:70][c:71]1[cH:72][cH:73][cH:74][cH:75][cH:76]1.[O:77]=[C:78]([CH:79]=[CH:80][c:81]1[cH:82][cH:83][cH:84][cH:85][cH:86]1)[CH:87]=[CH:88][c:89]1[cH:90][cH:91][cH:92][cH:93][cH:94]1.[Pd:39].[Pd:40]>>[NH:1]([c:2]1[n:3][cH:4][c:5]([C:8](=[O:9])[O:10][CH3:11])[cH:6][n:7]1)[c:13]1[cH:14][c:15]([O:16][CH2:17][CH2:18][N:19]2[CH2:20][CH2:21][CH2:22][CH2:23]2)[cH:24][cH:25][cH:26]1. The reactants are COC([C@@H](NC(C1=CC=CC=C1)(C1=CC=CC=C1)C1=CC=CC=C1)COC1=CC=C(C=C1)C1=C(C2=C(S1)C=C(C=C2)OCC2=CC=CC=C2)CC2=CC(=C(C=C2)CN2CCCC2)OC)=O (N-(Triphenylmethyl)-O-[4-[6-benzyloxy-3-[3-methoxy-4-[(1-pyrrolidinyl)methyl]benzyl]benzo[b]thiophen-2-yl]phenyl]-L-serine methyl ester), C(C)[SiH](CC)CC (triethylsilane), FC(C(=O)O)(F)F (trifluoroacetic acid). The solvent is ClCCl (dichloromethane). The product is [NH4+].[OH-].CO.CCOC(=O)C (NH4OH MeOH EtOAc), product. The yield is 25.0%. As a reaction SMILES: C[O:2]C(=O)[C@H:4]([CH2:25][O:26][C:27]1[CH:32]=CC(C2SC3C=C(OCC4C=CC=CC=4)C=CC=3C=2CC2C=CC(CN3CCCC3)=C(OC)C=2)=CC=1)[NH:5]C(C1C=CC=CC=1)(C1C=CC=CC=1)C1C=CC=CC=1.C([SiH](CC)CC)C.FC(F)(F)[C:75](O)=[O:76]>ClCCl>[NH4+:5].[OH-:2].[CH3:75][OH:76].[CH3:4][CH2:25][O:26][C:27]([CH3:32])=[O:76] |f:4.5.6.7|. Procedure: N-(Triphenylmethyl)-O-[4-[6-benzyloxy-3-[3-methoxy-4-[(1-pyrrolidinyl)methyl]benzyl]benzo[b]thiophen-2-yl]phenyl]-L-serine methyl ester (165 mg, 0.18 mmol) in dichloromethane (5 mL) was treated with triethylsilane (0.3 mL) and trifluoroacetic acid (0.3 mL) at ambient temperature for 30 min. The solvent and excess reagents were removed under reduced pressure. The residue was dissolved in THF (3 mL) and treated with an aqueous solution of ammonium formate (25%, 2 mL) and palladium on carbon (10%, ... Reactants: C1(CCC(=O)O1)=O (succinic anhydride), CC(C)=CCCC(C)CCO (citronellol), N1=CC=CC=C1 (pyridine), CCOCC (ether). Reagents/catalysts: CN(C1=CC=NC=C1)C (4-dimethylaminopyridine). The solvent is ClCCl (dichloromethane). Product: CC(CCOC(CCC(=O)O)=O)CCC=C(C)C (Succinic acid mono-(3,7-dimethyl-oct-6-enyl) ester). Yield: 47.4%. As a reaction SMILES: [C:1]1(=[O:7])[O:6][C:4](=[O:5])[CH2:3][CH2:2]1.[CH3:8][C:9](=[CH:11][CH2:12][CH2:13][CH:14]([CH2:16][CH2:17][OH:18])[CH3:15])[CH3:10].N1C=CC=CC=1.CCOCC>CN(C)C1C=CN=CC=1.ClCCl>[CH3:15][CH:14]([CH2:13][CH2:12][CH:11]=[C:9]([CH3:8])[CH3:10])[CH2:16][CH2:17][O:18][C:4](=[O:5])[CH2:3][CH2:2][C:1]([OH:6])=[O:7]. Reported procedure: A solution of 30.0 g succinic anhydride, 46.9 g citronellol, 36.0 g pyridine and 2.2 g 4-dimethylaminopyridine in 300 ml of dichloromethane was refluxed for 22 hours. Then the solution was cooled, ether was added and the organic phase was washed with 2N HCl and water to neutrality, dried and evaporated to dryness. The residue was wipe-film distilled to yield 36.4 g of a colourless liquid.